From a dataset of the Open Reaction Database (ORD), a public repository of structured organic reaction records. describe an organic reaction: reactants, conditions, products, and yield The reactants are [OH-].[Na+] (sodium hydroxide), NC=1C(=NC=C(C1)Cl)C(=O)C1=C2C(=NC=C1)NC=C2 ((3-amino-5-chloro-pyridin-2-yl)-(1H-pyrrolo[2,3-b]pyridin-4-yl)-methanone), FC=1C=C(C=CC1C)S(=O)(=O)Cl (3-fluoro-4-methyl-benzenesulfonyl chloride), CO (methanol), yellow solid. Run in O (water), N1=CC=CC=C1 (pyridine). The product is ClC=1C=C(C(=NC1)C(=O)C=1C2=C(N=CC1)NC=C2)NS(=O)(=O)C2=CC(=C(C=C2)C)F (N-[5-Chloro-2-(1H-pyrrolo[2,3-b]pyridine-4-carbonyl)-pyridin-3-yl]-3-fluoro-4-methyl-benzenesulfonamide). RXN SMILES: [NH2:1][C:2]1[C:3]([C:9]([C:11]2[CH:16]=[CH:15][N:14]=[C:13]3[NH:17][CH:18]=[CH:19][C:12]=23)=[O:10])=[N:4][CH:5]=[C:6]([Cl:8])[CH:7]=1.[F:20][C:21]1[CH:22]=[C:23]([S:28](Cl)(=[O:30])=[O:29])[CH:24]=[CH:25][C:26]=1[CH3:27].CO.[OH-].[Na+]>N1C=CC=CC=1.O>[Cl:8][C:6]1[CH:7]=[C:2]([NH:1][S:28]([C:23]2[CH:24]=[CH:25][C:26]([CH3:27])=[C:21]([F:20])[CH:22]=2)(=[O:29])=[O:30])[C:3]([C:9]([C:11]2[C:12]3[CH:19]=[CH:18][NH:17][C:13]=3[N:14]=[CH:15][CH:16]=2)=[O:10])=[N:4][CH:5]=1 |f:3.4|. Procedure: Prepared from 18 mg (0.066 mmol) of (3-amino-5-chloro-pyridin-2-yl)-(1H-pyrrolo[2,3-b]pyridin-4-yl)-methanone and 48 mg (0.25 mmol) of 3-fluoro-4-methyl-benzenesulfonyl chloride in 0.10 mL pyridine using procedure x. After the sulfonylation was complete, 2 mL methanol, 0.5 mL water and 32 mg sodium hydroxide were used. Yield: 20 mg of a yellow solid. LC-MSD, m/z for C20H14ClFN4O3S [M+H]+=445.0, 447.0. Starting materials: OC1=C(C(=O)O)C=CC(=C1)O (2,4-dihydroxy-benzoic acid), C([O-])([O-])=O.[Cs+].[Cs+] (cesium carbonate), C(C1=CC=CC=C1)Br (benzyl bromide). Reaction SMILES: [OH:1][C:2]1[CH:10]=[C:9]([OH:11])[CH:8]=[CH:7][C:3]=1[C:4]([OH:6])=[O:5].C(=O)([O-])[O-].[Cs+].[Cs+].[CH2:18](Br)[C:19]1[CH:24]=[CH:23][CH:22]=[CH:21][CH:20]=1>C1COCC1>[CH2:18]([O:5][C:4](=[O:6])[C:3]1[CH:7]=[CH:8][C:9]([O:11][CH2:18][C:19]2[CH:24]=[CH:23][CH:22]=[CH:21][CH:20]=2)=[CH:10][C:2]=1[O:1][CH2:4][C:3]1[CH:7]=[CH:8][CH:9]=[CH:10][CH:2]=1)[C:19]1[CH:24]=[CH:23][CH:22]=[CH:21][CH:20]=1 |f:1.2.3|. Product: C(C1=CC=CC=C1)OC(C1=C(C=C(C=C1)OCC1=CC=CC=C1)OCC1=CC=CC=C1)=O (2,4-Bis-benzyloxy-benzoic acid benzyl ester). Solvent: C1CCOC1 (THF). The yield is 155.8%. Reported procedure: 2,4-dihydroxy-benzoic acid (35) (2 g, 13 mmol) in THF (250 mL) was mixed with cesium carbonate (16.9 g, 52 mmol) and benzyl bromide (6.2 mL, 52 mmol). The reaction mixture was refluxed overnight and then cooled down to room temperature. Cesium carbonate was filtered off through filter paper. The solvent was removed under reduced pressure. Liquid-liquid extraction was performed using 200 mL of CHCl3 and H2O (100 mL×3). The organic layer was dried over MgSO4. After filtering off the MgSO4, the org...